From a dataset of the Open Reaction Database (ORD), a public repository of structured organic reaction records. describe an organic reaction: reactants, conditions, products, and yield The reactants are ClC1=C2C(=NC=C1)N(C=C2)[Si](C(C)C)(C(C)C)C(C)C (4-Chloro-1-(triisopropylsilyl)-1H-pyrrolo[2,3-b]pyridine), ClC1=NC=CC=C1B(O)O (2-chlorpyridine-3-boronic acid), C1(CCCCC1)P(C1=C(C=CC=C1)C1=CC=CC=C1)C1CCCCC1 (2-(dicyclohexylphosphino)biphenyl), [O-]P(=O)([O-])[O-].[K+].[K+].[K+] (K3PO4). Reagents/catalysts: C(C)(=O)[O-].[Pd+2].C(C)(=O)[O-] (palladium acetate). Conditions: time 5 minute. Product: ClC1=NC=CC=C1C1=C2C(=NC=C1)N(C=C2)[Si](C(C)C)(C(C)C)C(C)C (4-(2-chloropyridine-3-yl)-1-(triisopropylsilyl)-1H -pyrrolo[2,3,b]pyridine). RXN SMILES: Cl[C:2]1[CH:7]=[CH:6][N:5]=[C:4]2[N:8]([Si:11]([CH:18]([CH3:20])[CH3:19])([CH:15]([CH3:17])[CH3:16])[CH:12]([CH3:14])[CH3:13])[CH:9]=[CH:10][C:3]=12.[Cl:21][C:22]1[C:27](B(O)O)=[CH:26][CH:25]=[CH:24][N:23]=1.C1(P(C2CCCCC2)C2C=CC=CC=2C2C=CC=CC=2)CCCCC1.[O-]P([O-])([O-])=O.[K+].[K+].[K+]>C([O-])(=O)C.[Pd+2].C([O-])(=O)C>[Cl:21][C:22]1[C:27]([C:2]2[CH:7]=[CH:6][N:5]=[C:4]3[N:8]([Si:11]([CH:18]([CH3:20])[CH3:19])([CH:15]([CH3:17])[CH3:16])[CH:12]([CH3:13])[CH3:14])[CH:9]=[CH:10][C:3]=23)=[CH:26][CH:25]=[CH:24][N:23]=1 |f:3.4.5.6,7.8.9|. Procedure: 4-Chloro-1-(triisopropylsilyl)-1H-pyrrolo[2,3-b]pyridine (5.03 g, 16.3 mmol, 1 equiv), 2-chlorpyridine-3-boronic acid (4.36 g, 27.7 mmol, 1.7 equiv), palladium acetate (183 mg, 0.815 mmol, 5 mol %), 2-(dicyclohexylphosphino)biphenyl (571 mg, 1.63 mmol, 10 mol %), and finely ground anhydrous K3PO4 (10.4 g, 48.9 mmol, 3 equiv) were added into a sealed tube. The tube was purged with argon for 5 minutes. Dioxane (30 mL) was added via syringe under a positive argon flow. The tube was sealed and the r... Starting materials: O (water), ClC=1C=2N(C3=CC(=CC=C3N1)F)C(=NC2C)CCC (4-Chloro-8-fluoro-3-methyl-1-propyl-imidazo(1,5-a)quinoxaline), ClCCl (dichloromethane), [OH-].[K+] (potassium hydroxide). The solvent is CO (methanol). Yields the product FC1=CC=C2N=C(C=3N(C2=C1)C(=NC3C)CCC)OC (8-Fluoro-4-methoxy-3-methyl-1-propyl-imidazo(1,5-a)quin-oxaline). As a reaction SMILES: Cl[C:2]1[C:3]2[N:4]([C:13]([CH2:17][CH2:18][CH3:19])=[N:14][C:15]=2[CH3:16])[C:5]2[C:10]([N:11]=1)=[CH:9][CH:8]=[C:7]([F:12])[CH:6]=2.[OH-:20].[K+].Cl[CH2:23]Cl.O>CO>[F:12][C:7]1[CH:6]=[C:5]2[C:10]([N:11]=[C:2]([O:20][CH3:23])[C:3]3[N:4]2[C:13]([CH2:17][CH2:18][CH3:19])=[N:14][C:15]=3[CH3:16])=[CH:9][CH:8]=1 |f:1.2|. Procedure details: 560 mg 4-Chloro-8-fluoro-3-methyl-1-propyl-imidazo(1,5-a)quinoxaline (2 mmol) were dissolved in 10 ml methanol and 500 mg potassium hydroxide were added. The reaction was heated to reflux for 2 hours, cooled, and distributed between 50 ml dichloromethane and 20 ml water. The separated water phase was extracted again with 50 ml dichloromethane. The combined organic layers were washed with 25 ml water and distilled to dryness. The reactants are BrC1=CC=C(CBr)C=C1 (4-bromobenzyl bromide), [O-]CC.[Na+] (Sodium ethoxide), [Na] (sodium), CC(C(=O)OCC)C(=O)OCC (diethyl 2-methylmalonate). The solvent is C(C)O (ethanol). Reaction conditions: temperature 5 celsius, time 20 minute. Product: BrC1=CC=C(CC(C(=O)OCC)(C(=O)OCC)C)C=C1 (diethyl 2-(4-bromobenzyl)-2-methylmalonate). As a reaction SMILES: [O-]CC.[Na+].[Na].[CH3:6][CH:7]([C:13]([O:15][CH2:16][CH3:17])=[O:14])[C:8]([O:10][CH2:11][CH3:12])=[O:9].[Br:18][C:19]1[CH:26]=[CH:25][C:22]([CH2:23]Br)=[CH:21][CH:20]=1>C(O)C>[Br:18][C:19]1[CH:26]=[CH:25][C:22]([CH2:23][C:7]([CH3:6])([C:8]([O:10][CH2:11][CH3:12])=[O:9])[C:13]([O:15][CH2:16][CH3:17])=[O:14])=[CH:21][CH:20]=1 |f:0.1,^1:4|. Procedure details: Sodium ethoxide was generated by the addition of sodium (9.45 g) to ethanol (370 ml). The resulting solution was cooled to 5° C. and diethyl 2-methylmalonate (68.8 ml) added over 2 minutes. The reaction mixture was stirred at 5° C. for 20 minutes and then 4-bromobenzyl bromide (97.0 g) was added over 20 minutes. The reaction mixture was then heated under reflux for 16 hours. The reaction mixture was cooled to ambient temperature, filtered through diatomaceous earth and evaporated. The residue wa... Starting materials: ClC=1C2=C(N=CN1)NC=C2 (4-chloro-7H-pyrrolo[2,3-d]pyrimidine), BrNC(C)=O (N-bromoacetamide). The solvent is C(Cl)Cl (CH2Cl2), C(Cl)Cl (CH2Cl2). Product: BrC1=CNC=2N=CN=C(C21)Cl (5-bromo-4-chloro-7H-pyrrolo[23-d]pyrimidine). Isolated yield 82.0%. RXN SMILES: [Cl:1][C:2]1[C:3]2[CH:10]=[CH:9][NH:8][C:4]=2[N:5]=[CH:6][N:7]=1.[Br:11]NC(=O)C>C(Cl)Cl>[Br:11][C:10]1[C:3]2[C:2]([Cl:1])=[N:7][CH:6]=[N:5][C:4]=2[NH:8][CH:9]=1. Reported procedure: To a solution of 4-chloro-7H-pyrrolo[2,3-d]pyrimidine (1.2 g, 7.8 mmol) in CH2Cl2 (25 mL) was added N-bromoacetamide (1.2 g, 8.7 mmol) in CH2Cl2 (25 mL). The reaction mixture was refluxed for 40 minutes, then concentrated and washed with cold water. The crude material was recrystallized from a minimal amount of isopropanol and dried under vacuum to give the title compound (82%) as light-gray solid. MS (ES+) [M+H]+=232. The reactants are ClC1=CC=C(N=N1)N1CCC(CC1)(O)C1=CC(=CC=C1)OC (1-(6-chloro-3-pyridazinyl)-4-(3-methoxyphenyl)-4-piperidinol), Cl (hydrochloric acid). The solvent is C(C)O (ethanol). Run at time 6 hour. Product: ClC=1N=NC(=CC1)N1CCC(=CC1)C1=CC(=CC=C1)OC (3-chloro-6-[3,6-dihydro-4-(3-methoxyphenyl)-1(2H)-pyridinyl]pyridazine). Isolated yield 64.0%. As a reaction SMILES: [Cl:1][C:2]1[N:7]=[N:6][C:5]([N:8]2[CH2:13][CH2:12][C:11]([C:15]3[CH:20]=[CH:19][CH:18]=[C:17]([O:21][CH3:22])[CH:16]=3)(O)[CH2:10][CH2:9]2)=[CH:4][CH:3]=1.Cl>C(O)C>[Cl:1][C:2]1[N:7]=[N:6][C:5]([N:8]2[CH2:9][CH:10]=[C:11]([C:15]3[CH:20]=[CH:19][CH:18]=[C:17]([O:21][CH3:22])[CH:16]=3)[CH2:12][CH2:13]2)=[CH:4][CH:3]=1. Reported procedure: A mixture of 4 parts of 1-(6-chloro-3-pyridazinyl)-4-(3-methoxyphenyl)-4-piperidinol, 80 parts of ethanol and 50 parts of a hydrochloric acid solution 6 N was stirred for 6 hours at reflux temperature. The reaction mixture was evaporated. Water was added and the whole was treated with concentrate ammonium hydroxide. The product was extracted with trichloromethane. The extract was dried, filtered and evaporated. The residue was crystallized from 2-propanol. The product was filtered off and dried,...